Dataset: the Open Reaction Database (ORD), a public repository of structured organic reaction records. Task: describe an organic reaction: reactants, conditions, products, and yield Starting materials: N#Cc1cccc(C(=O)O)c1, C[Si](C)(C)C=[N+]=[N-], Cc1ccccc1, CO, CCCCCC. The product is COC(=O)c1cccc(C#N)c1. Reaction SMILES: [C:1](#[N:2])[c:3]1[cH:4][c:5]([C:6](=[O:7])[OH:8])[cH:9][cH:10][cH:11]1.[CH3:12][Si:13]([CH:14]=[N+:15]=[N-:16])([CH3:17])[CH3:18].[CH3:19][c:20]1[cH:21][cH:22][cH:23][cH:24][cH:25]1.[CH3:26][OH:27].[CH3:28][CH2:29][CH2:30][CH2:31][CH2:32][CH3:33]>>[C:1](#[N:2])[c:3]1[cH:4][c:5]([C:6](=[O:7])[O:8][CH3:12])[cH:9][cH:10][cH:11]1. Starting materials: CCOC(=O)CC(N)c1cccnc1, CN1CCOCC1, CC(C)COC(=O)Cl, Cl, Cl, Cl, NN=Cc1ccc(NC(=O)CCC(=O)O)cc1, CN(C)C=O. Yields the product CCOC(=O)CC(NC(=O)CCC(=O)Nc1ccc(C=NN)cc1)c1cccnc1. RXN SMILES: [CH2:36]([CH3:37])[O:38][C:39]([CH2:40][CH:41]([c:42]1[cH:43][n:44][cH:45][cH:46][cH:47]1)[NH2:48])=[O:49].[CH3:19][N:20]1[CH2:21][CH2:22][O:23][CH2:24][CH2:25]1.[Cl:26][C:27]([O:28][CH2:29][CH:30]([CH3:31])[CH3:32])=[O:33].[ClH:1].[ClH:34].[ClH:35].[NH2:2][N:3]=[CH:4][c:5]1[cH:6][cH:7][c:8]([NH:11][C:12]([CH2:13][CH2:14][C:15](=[O:16])[OH:17])=[O:18])[cH:9][cH:10]1.[O:50]=[CH:51][N:52]([CH3:53])[CH3:54]>>[NH2:2][N:3]=[CH:4][c:5]1[cH:6][cH:7][c:8]([NH:11][C:12]([CH2:13][CH2:14][C:15](=[O:17])[NH:48][CH:41]([CH2:40][C:39]([O:38][CH2:36][CH3:37])=[O:49])[c:42]2[cH:43][n:44][cH:45][cH:46][cH:47]2)=[O:18])[cH:9][cH:10]1. Reactants: C(C)(=O)N1[C@H](C[C@H](C2=CC(=CC=C12)Br)NC(OC(C)(C)C)=O)C (tert-butyl ((2S,4R)-1-acetyl-6-bromo-2-methyl-1,2,3,4-tetrahydroquinolin-4-yl)carbamate), C([O-])([O-])=O.[K+].[K+] (potassium carbonate), Intermediate 29, COC(=O)C1=CC=C(C=C1)B(O)O ((4-(methoxycarbonyl)phenyl)boronic acid). The reagents and catalysts are C=1C=CC(=CC1)/C=C/C(=O)/C=C/C2=CC=CC=C2.C=1C=CC(=CC1)/C=C/C(=O)/C=C/C2=CC=CC=C2.[Pd] (bis(dibenzylideneacetone)palladium). The solvent is O (water), COCCOC (DME), COCCOC (DME). Run at temperature 100 celsius, time 1 hour. Yields the product C(C)(=O)N1[C@H](C[C@H](C2=CC(=CC=C12)C1=CC=C(C(=O)OC)C=C1)NC(=O)OC(C)(C)C)C (methyl 4-((2S,4R)-1-acetyl-4-((tert-butoxycarbonyl)amino)-2-methyl-1,2,3,4-tetrahydroquinolin-6-yl)benzoate). The yield is 94.0%. RXN SMILES: [C:1]([N:4]1[C:13]2[C:8](=[CH:9][C:10](Br)=[CH:11][CH:12]=2)[C@H:7]([NH:15][C:16](=[O:22])[O:17][C:18]([CH3:21])([CH3:20])[CH3:19])[CH2:6][C@@H:5]1[CH3:23])(=[O:3])[CH3:2].[CH3:24][O:25][C:26]([C:28]1[CH:33]=[CH:32][C:31](B(O)O)=[CH:30][CH:29]=1)=[O:27].C(=O)([O-])[O-].[K+].[K+]>C1C=CC(/C=C/C(/C=C/C2C=CC=CC=2)=O)=CC=1.C1C=CC(/C=C/C(/C=C/C2C=CC=CC=2)=O)=CC=1.[Pd].COCCOC.O>[C:1]([N:4]1[C:13]2[C:8](=[CH:9][C:10]([C:31]3[CH:32]=[CH:33][C:28]([C:26]([O:25][CH3:24])=[O:27])=[CH:29][CH:30]=3)=[CH:11][CH:12]=2)[C@H:7]([NH:15][C:16]([O:17][C:18]([CH3:21])([CH3:20])[CH3:19])=[O:22])[CH2:6][C@@H:5]1[CH3:23])(=[O:3])[CH3:2] |f:2.3.4,5.6.7|. Reported procedure: To a flask charged with tert-butyl ((2S,4R)-1-acetyl-6-bromo-2-methyl-1,2,3,4-tetrahydroquinolin-4-yl)carbamate (for a preparation see Intermediate 29)(5 g, 13.05 mmol), (4-(methoxycarbonyl)phenyl)boronic acid (2.58 g, 14.35 mmol), tetrakis(triphenylphosphine)palladium (0) (1.507 g, 1.305 mmol) and potassium carbonate (5.41 g, 39.1 mmol) was added DME (50 mL) and water (10.0 mL) and the resulting mixture was stirred at 100° C. under nitrogen for 1 h. The reaction was cooled to room temperature a... The reactants are CSC1=NC(=O)C(=Cc2ccc3c(cnn3Cc3ccc(S(C)(=O)=O)cc3C(F)(F)F)c2)S1, OCCN1CCNCC1. Yields the product CS(=O)(=O)c1ccc(Cn2ncc3cc(C=C4SC(N5CCN(CCO)CC5)=NC4=O)ccc32)c(C(F)(F)F)c1. RXN SMILES: [CH3:1][S:2](=[O:3])(=[O:4])[c:5]1[cH:6][c:7]([C:30]([F:31])([F:32])[F:33])[c:8]([CH2:9][n:10]2[n:11][cH:12][c:13]3[cH:14][c:15]([CH:19]=[C:20]4[C:21](=[O:27])[N:22]=[C:23]([S:25][CH3:26])[S:24]4)[cH:16][cH:17][c:18]23)[cH:28][cH:29]1.[N:34]1([CH2:40][CH2:41][OH:42])[CH2:35][CH2:36][NH:37][CH2:38][CH2:39]1>>[CH3:1][S:2](=[O:3])(=[O:4])[c:5]1[cH:6][c:7]([C:30]([F:31])([F:32])[F:33])[c:8]([CH2:9][n:10]2[n:11][cH:12][c:13]3[cH:14][c:15]([CH:19]=[C:20]4[C:21](=[O:27])[N:22]=[C:23]([N:37]5[CH2:36][CH2:35][N:34]([CH2:40][CH2:41][OH:42])[CH2:39][CH2:38]5)[S:24]4)[cH:16][cH:17][c:18]23)[cH:28][cH:29]1. Starting materials: C(=O)([O-])[O-].[K+].[K+] (K2CO3), C1(OCCO1)=O (ethylene carbonat), N1CCNCC1 (piperazine), COC1=CC=C2C=CC(=CC2=C1)O (7-methoxy-2-naphthol), ClC1=NC(=CN=C1)OCCOC1=CC2=CC(=CC=C2C=C1)OC (2-chloro-6-[2-(7-methoxy-naphthalen-2-yloxy)-ethoxy]pyrazine), COC1=CC=C2C=CC(=CC2=C1)OCCO (2-(7-methoxy-naphthalen-2-yloxy)ethanol), C21H24N4O3. Yields the product COC1=CC=C2C=CC(=CC2=C1)OCCOC1=NC(=CN=C1)N1CCNCC1 (2-[2-(7-Methoxy-naphthalen-2-yloxy)-ethoxy]-6-(1-piperazinyl)pyrazine), COC1=CC=C2C=CC(=CC2=C1)OCCO (2-(7methoxy-naphthalen-2-yloxy)ethanol). As a reaction SMILES: Cl[C:2]1[CH:7]=[N:6][CH:5]=[C:4]([O:8][CH2:9][CH2:10][O:11][C:12]2[CH:21]=[CH:20][C:19]3[C:14](=[CH:15][C:16]([O:22][CH3:23])=[CH:17][CH:18]=3)[CH:13]=2)[N:3]=1.[CH3:24][O:25][C:26]1[CH:35]=[C:34]2[C:29]([CH:30]=[CH:31][C:32]([O:36][CH2:37][CH2:38][OH:39])=[CH:33]2)=[CH:28][CH:27]=1.[NH:40]1[CH2:45][CH2:44][NH:43][CH2:42][CH2:41]1.C([O-])([O-])=O.[K+].[K+].COC1C=C2C(C=CC(O)=C2)=CC=1.C1(=O)OCCO1>>[CH3:23][O:22][C:16]1[CH:15]=[C:14]2[C:19]([CH:20]=[CH:21][C:12]([O:11][CH2:10][CH2:9][O:8][C:4]3[CH:5]=[N:6][CH:7]=[C:2]([N:40]4[CH2:45][CH2:44][NH:43][CH2:42][CH2:41]4)[N:3]=3)=[CH:13]2)=[CH:18][CH:17]=1.[CH3:24][O:25][C:26]1[CH:35]=[C:34]2[C:29]([CH:30]=[CH:31][C:32]([O:36][CH2:37][CH2:38][OH:39])=[CH:33]2)=[CH:28][CH:27]=1 |f:3.4.5|. Reported procedure: The title compound was prepared according to the procedure of example 50, step 2, starting from 2-chloro-6-[2-(7-methoxy-naphthalen-2-yloxy)-ethoxy]pyrazine [1.19 g, 3.60 mmol; obtained according to the procedure of example 50, step 1, starting from 2-(7-methoxy-naphthalen-2-yloxy)ethanol*], piperazine (1.25 g, 14.5 mmol) and K2CO3 (0.60 g, 4.3 mmol) with the exception that the final filtration through alumina was omitted. The yield of the of the title compound was 0.98 g (71%) which was obtaine... Starting materials: CS(C)=O, Cn1nc(-c2ccc(F)c([N+](=O)[O-])c2)c(Cl)c1OC(F)F, N#C[K]. The product is Cn1nc(-c2ccc(C#N)c([N+](=O)[O-])c2)c(Cl)c1OC(F)F. As a reaction SMILES: [CH3:25][S:26](=[O:27])[CH3:28].[Cl:4][c:5]1[c:6](-[c:15]2[cH:16][c:17]([N+:22](=[O:23])[O-:24])[c:18]([F:21])[cH:19][cH:20]2)[n:7][n:8]([CH3:14])[c:9]1[O:10][CH:11]([F:12])[F:13].[K:1][C:2]#[N:3]>>[C:2](#[N:3])[c:18]1[c:17]([N+:22](=[O:23])[O-:24])[cH:16][c:15](-[c:6]2[c:5]([Cl:4])[c:9]([O:10][CH:11]([F:12])[F:13])[n:8]([CH3:14])[n:7]2)[cH:20][cH:19]1. Reactants: ClC1=CC(=C(N)C=C1)F (4-chloro-2-fluoroaniline), C(C)(=O)O (acetic acid), C(C)(=O)O (acetic acid). Reaction conditions: time 2 hour. Product: ClC1=CC(=C(C=C1)NC(C)=O)F (N-(4-chloro-2-fluorophenyl)acetamide). Yield: 94.0%. RXN SMILES: [Cl:1][C:2]1[CH:8]=[CH:7][C:5]([NH2:6])=[C:4]([F:9])[CH:3]=1.[C:10](O)(=[O:12])[CH3:11]>>[Cl:1][C:2]1[CH:8]=[CH:7][C:5]([NH:6][C:10](=[O:12])[CH3:11])=[C:4]([F:9])[CH:3]=1. Reported procedure: As presented in the following reaction formula, anhydrous acetic acid (Ac2O; 1.7 mL) was added several times in a divided manner to a mixture of 4-chloro-2-fluoroaniline (2 g, 13.8 mmol) in acetic acid (2 mL) at room temperature (about 25° C.). The resulting reaction mixture was stirred for 2 hours. After the completion of reaction, the mixture was filtered to obtain a crude product, which was washed with hexane to obtain N-(4-chloro-2-fluorophenyl)acetamide (2.4 g, yield: 94%). The reactants are [Cl-].[NH4+] (ammonium chloride), N1C=NC=C1 (imidazole), C(C)(C)(C)[Si](Cl)(C)C (t-butyldimethylchlorosilane), BrCC1(COC(OC1)(C)C)CO (5-bromomethyl-2,2-dimethyl-5-hydroxymethyl-1,3-dioxane). Run in O (water), CN(C=O)C (dimethylformamide). Reaction conditions: temperature 25 celsius, time 18 hour. Product: BrCC1(COC(OC1)(C)C)CO[Si](C)(C)C(C)(C)C (5-bromomethyl-5-(t-butyldimethylsiloxymethyl)-2,2-dimethyl-1,3-dioxane). Isolated yield 95.9%. RXN SMILES: [Br:1][CH2:2][C:3]1([CH2:11][OH:12])[CH2:8][O:7][C:6]([CH3:10])([CH3:9])[O:5][CH2:4]1.N1C=CN=C1.[C:18]([Si:22]([CH3:25])([CH3:24])Cl)([CH3:21])([CH3:20])[CH3:19].[Cl-].[NH4+]>CN(C)C=O.O>[Br:1][CH2:2][C:3]1([CH2:11][O:12][Si:22]([C:18]([CH3:21])([CH3:20])[CH3:19])([CH3:25])[CH3:24])[CH2:4][O:5][C:6]([CH3:9])([CH3:10])[O:7][CH2:8]1 |f:3.4|. Procedure details: 409 mg (1.71 mmol equivalents) of 5-bromomethyl-2,2-dimethyl-5-hydroxymethyl-1,3-dioxane was dissolved in 5 mL of dimethylformamide, 233 mg (3.42 mmol equivalents) of imidazole and 309 mg (2.05 mmol equivalents) of t-butyldimethylchlorosilane were added thereto, and the mixture was stirred at room temperature (25° C.) for 18 hours. After completion of the reaction, a saturated aqueous solution of ammonium chloride and water were added thereto, and the mixture was extracted three times with ethyl...